From a dataset of the Open Reaction Database (ORD), a public repository of structured organic reaction records. describe an organic reaction: reactants, conditions, products, and yield The reactants are C1(=CC=CC=C1)O (phenol), [H-].[Na+] (sodium hydride), C(C1=CC=CC=C1)OC=1C=CC2=C(C(C(CCO2)Br)=O)C1 (7-benzyloxy-4-bromo-3,4-dihydro-1-benzoxepin-5(2H)-one). The solvent is O1CCCC1 (tetrahydrofuran). Conditions: time 30 minute. Product: C(C1=CC=CC=C1)OC=1C=CC2=C(C(C(CCO2)OC2=CC=CC=C2)=O)C1 (7-Benzyloxy-3,4-dihydro-4-phenoxy-1-benzoxepin-5(2H)-one). Yield: 42.8%. As a reaction SMILES: [C:1]1([OH:7])[CH:6]=[CH:5][CH:4]=[CH:3][CH:2]=1.[H-].[Na+].[CH2:10]([O:17][C:18]1[CH:19]=[CH:20][C:21]2[O:27][CH2:26][CH2:25][CH:24](Br)[C:23](=[O:29])[C:22]=2[CH:30]=1)[C:11]1[CH:16]=[CH:15][CH:14]=[CH:13][CH:12]=1>O1CCCC1>[CH2:10]([O:17][C:18]1[CH:19]=[CH:20][C:21]2[O:27][CH2:26][CH2:25][CH:24]([O:7][C:1]3[CH:6]=[CH:5][CH:4]=[CH:3][CH:2]=3)[C:23](=[O:29])[C:22]=2[CH:30]=1)[C:11]1[CH:16]=[CH:15][CH:14]=[CH:13][CH:12]=1 |f:1.2|. Procedure: To a solution of 1.4 g of phenol in 50 ml of tetrahydrofuran was added 720 mg of 50% sodium hydride. After stirring for 30 minutes, a solution of 4.5 g of crude 7-benzyloxy-4-bromo-3,4-dihydro-1-benzoxepin-5(2H)-one was added. The reaction was allowed to stir at room temperature for 5 hours. The tetrahydrofuran was evaporated in vacuo, and the residue dissolved in ethyl acetate and washed with water. The ethyl acetate layer was dried over sodium sulfate and evaporated in vacuo to give the crude ... Reactants: CC#N, CC1(C)Oc2ccc(C(=O)CCl)cc2S1, [N-]=[N+]=[N-], [Na+]. Product: CC1(C)Oc2ccc(C(=O)CN=[N+]=[N-])cc2S1. RXN SMILES: [CH3:20][C:21]#[N:22].[Cl:1][CH2:2][C:3](=[O:4])[c:5]1[cH:6][cH:7][c:8]2[c:9]([cH:15]1)[S:10][C:11]([CH3:13])([CH3:14])[O:12]2.[N-:17]=[N+:18]=[N-:19].[Na+:16]>>[CH2:2]([C:3](=[O:4])[c:5]1[cH:6][cH:7][c:8]2[c:9]([cH:15]1)[S:10][C:11]([CH3:13])([CH3:14])[O:12]2)[N:17]=[N+:18]=[N-:19]. Reactants: [OH-].[Na+] (sodium hydroxide), NC1=C(C=CC=C1N)O (2,3-Diaminophenol), COC1=CC=C(C(=O)Cl)C=C1 (4-methoxybenzoyl chloride). Solvent: C(Cl)Cl (methylene chloride). Run at time 18 hour. Yields the product COC1=CC=C(C(=O)OOC2=C(C(=CC=C2)NC(C2=CC=C(C=C2)OC)=O)NC(C2=CC=C(C=C2)OC)=O)C=C1 (2,3-bis[(4-Methoxybenzoyl)amino]phenoxy 4-Methoxybenzoate). The yield is 74.0%. Reaction SMILES: [NH2:1][C:2]1[C:7]([NH2:8])=[CH:6][CH:5]=[CH:4][C:3]=1[OH:9].[OH-:10].[Na+].[CH3:12][O:13][C:14]1[CH:22]=[CH:21][C:17]([C:18](Cl)=[O:19])=[CH:16][CH:15]=1>C(Cl)Cl>[CH3:12][O:13][C:14]1[CH:22]=[CH:21][C:17]([C:18]([O:10][O:9][C:3]2[CH:4]=[CH:5][CH:6]=[C:7]([NH:8][C:18](=[O:19])[C:17]3[CH:21]=[CH:22][C:14]([O:13][CH3:12])=[CH:15][CH:16]=3)[C:2]=2[NH:1][C:18](=[O:19])[C:17]2[CH:21]=[CH:22][C:14]([O:13][CH3:12])=[CH:15][CH:16]=2)=[O:19])=[CH:16][CH:15]=1 |f:1.2|. Procedure details: 2,3-Diaminophenol (2.48 g, 20 mmol) was dissolved in methylene chloride (200 mL) and the solution was cooled to ice-water bath temperature. Aqueous 5 N sodium hydroxide solution (126 mL) was added followed by 4-methoxybenzoyl chloride (8.6 mL, 63 mmol). The mixture was allowed to warm to room temperature and stirred for 18 h. The organic layer was separated and washed with dilute aqueous sodium hydroxide solution, dilute aqueous hydrochloric acid, and saturated aqueous sodium chloride solution. ... The reactants are N1C=NC=C1 (imidazole), [H-].[Na+] (sodium hydride), BrCC1=C(OC(C(=O)OCC)C)C=CC=C1 (ethyl 2-(o-bromomethylphenoxy)propionate). The solvent is CN(C=O)C (dimethylformamide), CN(C=O)C (dimethylformamide). Run at time 30 minute. Product: N1C(=NC=C1)CC1=C(OC(C(=O)OCC)C)C=CC=C1 (ethyl 2-[o-(1-imidazolylmethyl)phenoxy]propionate). The yield is 46.5%. Reaction SMILES: [H-].[Na+].[NH:3]1[CH:7]=[CH:6][N:5]=[CH:4]1.Br[CH2:9][C:10]1[CH:23]=[CH:22][CH:21]=[CH:20][C:11]=1[O:12][CH:13]([CH3:19])[C:14]([O:16][CH2:17][CH3:18])=[O:15]>CN(C)C=O>[NH:3]1[CH:7]=[CH:6][N:5]=[C:4]1[CH2:9][C:10]1[CH:23]=[CH:22][CH:21]=[CH:20][C:11]=1[O:12][CH:13]([CH3:19])[C:14]([O:16][CH2:17][CH3:18])=[O:15] |f:0.1|. Procedure: To a suspension of 5.7 g of 50% sodium hydride in 200 ml of dry dimethylformamide was added slowly 8.0 g of imidazole at room temperature, and then the mixture was stirred for 30 minutes. A solution of 34.1 g of ethyl 2-(o-bromomethylphenoxy)propionate in 50 ml of dry dimethylformamide was added to the mixture at room temperature over a period of 1 hour, and then the reaction mixture was stirred at the same temperature for 1 hour. After removal of the solvent under vacuum, 150 ml of dichlorometh... Reactants: OC1C=CCCCCCCCCCCCC1 (3-Hydroxycyclopentadecene), 50. Reagents/catalysts: [O-2].[O-2].[Mn+4] (manganese dioxide). Solvent: CCCCCCC (n-heptane). Conditions: time 22 hour. Product: C1=CC(CCCCCCCCCCCC1)=O (Cyclopentadecen-3-one). As a reaction SMILES: [OH:1][CH:2]1[CH2:16][CH2:15][CH2:14][CH2:13][CH2:12][CH2:11][CH2:10][CH2:9][CH2:8][CH2:7][CH2:6][CH2:5][CH:4]=[CH:3]1>CCCCCCC.[O-2].[O-2].[Mn+4]>[CH:4]1[CH2:5][CH2:6][CH2:7][CH2:8][CH2:9][CH2:10][CH2:11][CH2:12][CH2:13][CH2:14][CH2:15][CH2:16][C:2](=[O:1])[CH:3]=1 |f:2.3.4|. Procedure details: 3-Hydroxycyclopentadecene (20.1 g) in dried n-heptane was stirred at room temperature and a total of 100 g manganese dioxide was added in four batches of 50, 25, 15 and 10 g respectively over a period of 6 hours. After 22 hours the conversion as indicated by GLC was 100%. The mixture was filtered and the filtrate was then stirred with active charcoal and refiltered. The solvent was then removed from the filtrate under reduced pressure to yield the required product.